From a dataset of the Open Reaction Database (ORD), a public repository of structured organic reaction records. describe an organic reaction: reactants, conditions, products, and yield The reactants are ClCCl, CN(C)C=O, CCOCC, O=C(Cl)C(=O)Cl, O=C(O)c1cccc(OCCF)c1OCCF, [NH4+], [OH-]. Yields the product NC(=O)c1cccc(OCCF)c1OCCF. RXN SMILES: [CH2:36]([Cl:37])[Cl:38].[CH3:24][N:25]([CH3:26])[CH:27]=[O:28].[CH3:31][CH2:32][O:33][CH2:34][CH3:35].[Cl:18][C:19]([C:20]([Cl:21])=[O:22])=[O:23].[F:1][CH2:2][CH2:3][O:4][c:5]1[c:6]([C:7](=[O:8])[OH:9])[cH:10][cH:11][cH:12][c:13]1[O:14][CH2:15][CH2:16][F:17].[NH4+:29].[OH-:30]>>[F:1][CH2:2][CH2:3][O:4][c:5]1[c:6]([C:7](=[O:8])[NH2:25])[cH:10][cH:11][cH:12][c:13]1[O:14][CH2:15][CH2:16][F:17]. Reactants: COC(C1=C(C=CC=C1)O)=O (2-Hydroxybenzoic acid methyl ester), CS(=O)(=O)OCCC1=CC(=C(C=C1)OCC(=O)N(CCCCCCC)CC1=C(C=C(C=C1)F)F)OC (2-(4-{2-[(2,4-Difluorobenzyl)(heptyl)amino]-2-oxoethoxy}-3-methoxyphenyl)ethyl methanesulfonate), C([O-])([O-])=O.[K+].[K+] (potassium carbonate). The solvent is C(C)#N (acetonitrile). The product is FC1=C(CN(C(COC2=C(C=C(C=C2)CCOC2=C(C(=O)OC)C=CC=C2)OC)=O)CCCCCCC)C=CC(=C1)F (Methyl 2-[2-(4-{2-[(2,4-difluorobenzyl)(heptyl)amino]-2-oxoethoxy}-3-methoxyphenyl)ethoxy]benzoate). Isolated yield 51.0%. As a reaction SMILES: CS([O:5][CH2:6][CH2:7][C:8]1[CH:13]=[CH:12][C:11]([O:14][CH2:15][C:16]([N:18]([CH2:26][C:27]2[CH:32]=[CH:31][C:30]([F:33])=[CH:29][C:28]=2[F:34])[CH2:19][CH2:20][CH2:21][CH2:22][CH2:23][CH2:24][CH3:25])=[O:17])=[C:10]([O:35][CH3:36])[CH:9]=1)(=O)=O.[CH3:37][O:38][C:39](=[O:47])[C:40]1[CH:45]=[CH:44][CH:43]=[CH:42][C:41]=1O.C(=O)([O-])[O-].[K+].[K+]>C(#N)C>[F:34][C:28]1[CH:29]=[C:30]([F:33])[CH:31]=[CH:32][C:27]=1[CH2:26][N:18]([CH2:19][CH2:20][CH2:21][CH2:22][CH2:23][CH2:24][CH3:25])[C:16](=[O:17])[CH2:15][O:14][C:11]1[CH:12]=[CH:13][C:8]([CH2:7][CH2:6][O:5][C:41]2[CH:42]=[CH:43][CH:44]=[CH:45][C:40]=2[C:39]([O:38][CH3:37])=[O:47])=[CH:9][C:10]=1[O:35][CH3:36] |f:2.3.4|. Reported procedure: 2-(4-{2-[(2,4-Difluorobenzyl)(heptyl)amino]-2-oxoethoxy}-3-methoxyphenyl)ethyl methanesulfonate (138 mg, 0.262 mmol) was dissolved in acetonitrile (10 ml). 2-Hydroxybenzoic acid methyl ester (40 mg, 0.262 mmol) was added and then potassium carbonate anhydrous (54 mg, 0.392 mmol) was added. The mixture was heated to reflux overnight and then evaporated to dryness. Water (10 ml) and ethyl acetate (10 ml) were added and the two phases were separated. The organic phase was washed with water and brin... Starting materials: C(C)OC(=O)C=1N(C(=C(C1I)C#N)CC)C (4-cyano-5-ethyl-3-iodo-1-methyl-1H-pyrrole-2-carboxylic acid ethyl ester), O (water), C([O-])([O-])=O.[K+].[K+] (potassium carbonate), C1(=CC=C(C=C1)B(O)O)C1=CC=CC=C1 (4-biphenyl boronic acid). Reagents/catalysts: [Pd] (palladium black). The solvent is C(C)O (ethanol), C(C)O (ethanol). Run at temperature 80 celsius. Yields the product C(C)OC(=O)C=1N(C(=C(C1C1=CC=C(C=C1)C1=CC=CC=C1)C#N)CC)C (3-biphenyl-4-yl-4-cyano-1-methyl-5-ethyl-1H-pyrrole-2-carboxylic acid ethyl ester). Isolated yield 88.7%. Reaction SMILES: O.C(=O)([O-])[O-].[K+].[K+].[C:8]1([C:17]2[CH:22]=[CH:21][CH:20]=[CH:19][CH:18]=2)[CH:13]=[CH:12][C:11](B(O)O)=[CH:10][CH:9]=1.[CH2:23]([O:25][C:26]([C:28]1[N:29]([CH3:38])[C:30]([CH2:36][CH3:37])=[C:31]([C:34]#[N:35])[C:32]=1I)=[O:27])[CH3:24]>[Pd].C(O)C>[CH2:23]([O:25][C:26]([C:28]1[N:29]([CH3:38])[C:30]([CH2:36][CH3:37])=[C:31]([C:34]#[N:35])[C:32]=1[C:11]1[CH:12]=[CH:13][C:8]([C:17]2[CH:22]=[CH:21][CH:20]=[CH:19][CH:18]=2)=[CH:9][CH:10]=1)=[O:27])[CH3:24] |f:1.2.3|. Procedure details: Charge deionized water (0.50 L), potassium carbonate (66.3 grams, 0.48 mol), and 4-biphenyl boronic acid (62.4 grams, 0.315 mol) and ethanol (1.4 L) to a 3 L 3-neck reaction flask equipped with a mechanical stirrer, condenser, heating mantle, thermocouple, and nitrogen inlet. Stir the mixture to dissolve the solids. Add 4-cyano-5-ethyl-3-iodo-1-methyl-1H-pyrrole-2-carboxylic acid ethyl ester (Preparation 38), additional ethanol (0.90 L) and stir the mixture while the flask is inerted with nitrog... Reactants: C1(CC1)C(=O)Cl (Cyclopropanecarboxylic acid chloride), NC=1SC(=CC1C(=O)OC)C (methyl 2-amino-5-methyl-3-thiophene-carboxylate). Run in N1=CC=CC=C1 (pyridine). Run at time 8 hour. Yields the product C(=O)(OC)C1=C(SC(=C1)C)NC(=O)C1CC1 (N-(3-Carbomethoxy-5-methyl-2-thienyl)cyclopropylcarboxamide). Isolated yield 46.0%. Reaction SMILES: [CH:1]1([C:4](Cl)=[O:5])[CH2:3][CH2:2]1.[NH2:7][C:8]1[S:9][C:10]([CH3:17])=[CH:11][C:12]=1[C:13]([O:15][CH3:16])=[O:14]>N1C=CC=CC=1>[C:13]([C:12]1[CH:11]=[C:10]([CH3:17])[S:9][C:8]=1[NH:7][C:4]([CH:1]1[CH2:3][CH2:2]1)=[O:5])([O:15][CH3:16])=[O:14]. Procedure: Cyclopropanecarboxylic acid chloride (10.9 g, 0.105 mol) was added dropwise during 40 min. to a stirred solution of methyl 2-amino-5-methyl-3-thiophene-carboxylate (prepared by the method of Gewald, Chemische Berichte, 99, 94, (1966)), (17.1 g, 0.1 mol) in anhydrous pyridine (100 ml) kept at 0° C. The reaction mixture was stirred below 10° C. for the next 4 hours, at room temperature overnight, and finally under reflux for 1.5 hours. The excess of pyridine was evaporated under reduced pressure a... The reactants are C(=O)(O)C=1C=C2C(CC(OC2=CC1)C1=CC=CC=C1)=O (6-carboxy-flavanone), P(=O)(Cl)(Cl)Cl (phosphorous oxychloride), CN(C=O)C (dimethylformamide). Conditions: time 3 hour. Yields the product C(=O)(O)C=1C=C2C(=C(C(OC2=CC1)C1=CC=CC=C1)C=O)Cl (6-carboxy-4-chloro-3-formyl-flav-3-ene). Reaction SMILES: [C:1]([C:4]1[CH:5]=[C:6]2[C:11](=[CH:12][CH:13]=1)[O:10][CH:9]([C:14]1[CH:19]=[CH:18][CH:17]=[CH:16][CH:15]=1)[CH2:8][C:7]2=O)([OH:3])=[O:2].P(Cl)(Cl)([Cl:23])=O.CN(C)[CH:28]=[O:29]>>[C:1]([C:4]1[CH:5]=[C:6]2[C:11](=[CH:12][CH:13]=1)[O:10][CH:9]([C:14]1[CH:19]=[CH:18][CH:17]=[CH:16][CH:15]=1)[C:8]([CH:28]=[O:29])=[C:7]2[Cl:23])([OH:3])=[O:2]. Procedure details: As in example 1, but using 6 g 6-carboxy-flavanone, 60 ml dimethylformamide and 15 ml phosphorous oxychloride. Reaction time is three hours at 50° C. After hydrolysis a precipitate formed which is filtered, washed with water and dried over phosphorous pentoxyde. The residual solid is dissolved in a 10% sodium bicarbonate aqueous solution, which is then washed with methylene chloride. The aqueous phase is acidified with a 10% hydrochloric acid solution and the precipitate which formed is filtered... The reactants are Cl (HCl), C(C)O (ethanol), resultant solution, COC1=CC=C(C=C1)[C@@H]1N(C[C@@H]([C@H]1C(=O)O)C1=CC2=C(OCO2)C=C1)CC(=O)N(CCCC)CCCC ((2R,3R,4S)-(+)-2-(4-methoxyphenyl)-4-(1,3-benzodioxol-5-yl)-1-(N,N-di(n-butyl)aminocarbonylmethyl)-pyrrolidine-3-carboxylic Acid). Solvent: C(C)(=O)OCC (ethyl acetate). Product: Cl.COC1=CC=C(C=C1)[C@@H]1N(C[C@@H]([C@H]1C(=O)O)C1=CC2=C(OCO2)C=C1)CC(=O)N(CCCC)CCCC ((2R,3R,4S)-(+)-2-(4-methoxyphenyl)-4-(1,3-benzodioxol-5-yl)-1-(N,N-di(n-butyl)aminocarbonylmethyl)-pyrrolidine-3-carboxylic Acid Hydrochloride Salt). Isolated yield 90.0%. Reaction SMILES: [CH3:1][O:2][C:3]1[CH:8]=[CH:7][C:6]([C@H:9]2[C@H:13]([C:14]([OH:16])=[O:15])[C@@H:12]([C:17]3[CH:25]=[CH:24][C:20]4[O:21][CH2:22][O:23][C:19]=4[CH:18]=3)[CH2:11][N:10]2[CH2:26][C:27]([N:29]([CH2:34][CH2:35][CH2:36][CH3:37])[CH2:30][CH2:31][CH2:32][CH3:33])=[O:28])=[CH:5][CH:4]=1.[ClH:38].C(O)C>C(OCC)(=O)C>[ClH:38].[CH3:1][O:2][C:3]1[CH:4]=[CH:5][C:6]([C@H:9]2[C@H:13]([C:14]([OH:16])=[O:15])[C@@H:12]([C:17]3[CH:25]=[CH:24][C:20]4[O:21][CH2:22][O:23][C:19]=4[CH:18]=3)[CH2:11][N:10]2[CH2:26][C:27]([N:29]([CH2:30][CH2:31][CH2:32][CH3:33])[CH2:34][CH2:35][CH2:36][CH3:37])=[O:28])=[CH:7][CH:8]=1 |f:4.5|. Procedure details: To a solution of the compound of Example 501H in ethyl acetate at room temperature in a mechanically stirred vessel equipped with a thermocouple, was added 39.4 mL of 1 N HCl in ethanol (0.0394 mol) The resultant solution was filtered to remove foreign matter, concentrated in vacuo, and chased with ethyl acetate (400 mL). The solution was seeded repeatedly, as the solvent was removed, until crystallization was initiated. The mixture was concentrated to a volume of 100 mL, and the product was fil... Reactants: O=c1cnc(Br)cn1CCO, Cc1csc(B(O)O)c1, COCCOC, [Na+], [Na+], O=C([O-])[O-]. Yields the product Cc1csc(-c2cn(CCO)c(=O)cn2)c1. RXN SMILES: [Br:1][c:2]1[n:3][cH:4][c:5](=[O:11])[n:6]([CH2:8][CH2:9][OH:10])[cH:7]1.[CH3:12][c:13]1[cH:14][c:15]([B:18]([OH:19])[OH:20])[s:16][cH:17]1.[CH3:27][O:28][CH2:29][CH2:30][O:31][CH3:32].[Na+:21].[Na+:22].[O-:23][C:24](=[O:25])[O-:26]>>[c:2]1(-[c:15]2[cH:14][c:13]([CH3:12])[cH:17][s:16]2)[n:3][cH:4][c:5](=[O:11])[n:6]([CH2:8][CH2:9][OH:10])[cH:7]1.